Dataset: the Open Reaction Database (ORD), a public repository of structured organic reaction records. Task: describe an organic reaction: reactants, conditions, products, and yield Starting materials: [N+](=[N-])=C(C(=O)OC[C@H](NC(C(F)(F)F)=O)C(=O)O)C(C)=O (O-(2-diazo-1,3-dioxobutyl)-N-trifluoroacetyl-L-serine). The solvent is O (water). Conditions: temperature 40 celsius, time 4 hour. The product is [N+](=[N-])=C(C(=O)OC[C@H](N)C(=O)O)C(C)=O (O-(2-diazo-1,3-dioxobutyl)-L-serine). The yield is 16.5%. RXN SMILES: [N+:1](=[C:3]([C:19](=[O:21])[CH3:20])[C:4]([O:6][CH2:7][C@@H:8]([C:16]([OH:18])=[O:17])[NH:9]C(=O)C(F)(F)F)=[O:5])=[N-:2]>O>[N+:1](=[C:3]([C:19](=[O:21])[CH3:20])[C:4]([O:6][CH2:7][C@@H:8]([C:16]([OH:18])=[O:17])[NH2:9])=[O:5])=[N-:2]. Procedure: A solution of O-(2-diazo-1,3-dioxobutyl)-N-trifluoroacetyl-L-serine (193 mg) and Acylase I (acylase, Sigma A-7264, made by Sigma Chemicals) (60 mg) in water (6 ml) was neutrized to pH 7.0-7.3 with 2M tris buffer solution and the mixture was stirred for 4 hours at 40° C. The reaction mixture was chromatographed on carbon (20 ml) eluting successively with water, a 1:1 mixture of acetone and water and acetone to give a crude solid (100 mg). The above solid (50 mg) was chromatographed on silica gel ...